This data is from the Open Reaction Database (ORD), a public repository of structured organic reaction records. The task is: describe an organic reaction: reactants, conditions, products, and yield The reactants are NC1=C(OC2=C3CCN(CC3=CC=C2)C(=O)OC(C)(C)C)C=C(C=C1)Cl (5-(2-amino-5-chlorophenoxy)-2-tert-butoxycarbonyl-1,2,3,4-tetrahydroisoquinoline), BrCCCC(=O)OCC (ethyl 4-bromobutyrate), C([O-])([O-])=O.[K+].[K+] (potassium carbonate), CN(C=O)C (N,N-dimethylformamide). The solvent is O (water). Reaction conditions: temperature 60 celsius, time 3 hour. Yields the product C(C)(C)(C)OC(=O)N1CC2=CC=CC(=C2CC1)OC1=C(C=CC(=C1)Cl)NCCCC(=O)OCC (ethyl 4-[2-[2-(tert-butoxycarbonyl)-1,2,3,4-tetrahydroisoquinolin-5-yloxy]-4-chlorophenyl]aminobutyrate). Isolated yield 64.8%. Reaction SMILES: [NH2:1][C:2]1[CH:25]=[CH:24][C:23]([Cl:26])=[CH:22][C:3]=1[O:4][C:5]1[CH:14]=[CH:13][CH:12]=[C:11]2[C:6]=1[CH2:7][CH2:8][N:9]([C:15]([O:17][C:18]([CH3:21])([CH3:20])[CH3:19])=[O:16])[CH2:10]2.Br[CH2:28][CH2:29][CH2:30][C:31]([O:33][CH2:34][CH3:35])=[O:32].C(=O)([O-])[O-].[K+].[K+].CN(C)C=O>O>[C:18]([O:17][C:15]([N:9]1[CH2:8][CH2:7][C:6]2[C:11](=[CH:12][CH:13]=[CH:14][C:5]=2[O:4][C:3]2[CH:22]=[C:23]([Cl:26])[CH:24]=[CH:25][C:2]=2[NH:1][CH2:28][CH2:29][CH2:30][C:31]([O:33][CH2:34][CH3:35])=[O:32])[CH2:10]1)=[O:16])([CH3:20])([CH3:21])[CH3:19] |f:2.3.4|. Reported procedure: A mixture of 5-(2-amino-5-chlorophenoxy)-2-tert-butoxycarbonyl-1,2,3,4-tetrahydroisoquinoline (2.92 g, 7.8 mmols), ethyl 4-bromobutyrate (2.2 ml, 15.6 mmols), potassium carbonate (1.08 g, 10 mmols) and N,N-dimethylformamide (10 ml) was stirred at 60° C. for 3 hours. The reaction mixture was cooled, then poured into water, and extracted with ethyl acetate. The extract was washed with water, and then dried with anhydrous magnesium sulfate. This was concentrated under reduced pressure, and the resi...